Task: describe an organic reaction: reactants, conditions, products, and yield. Dataset: the Open Reaction Database (ORD), a public repository of structured organic reaction records The reactants are C(=O)=O (Dry Ice), C(F)(F)(F)C(F)OC(F)(F)C(F)(C(F)(F)F)OC(F)(F)C(F)(F)C(=O)O[Na] (CF3CFHOCF2CF(CF3)OCF2CF2CO2Na), formula 2. Run in COCCOCCOCCOCCOC (tetraglyme). The product is C(F)(F)(F)C(F)OC(F)(F)C(F)(C(F)(F)F)OC(F)(F)C(F)F (CF3CFHOCF2CF(CF3)OCF2CF2H). Yield: 30.9%. As a reaction SMILES: [C:1]([CH:5]([O:7][C:8]([C:11]([O:17][C:18]([C:21](C(O[Na])=O)([F:23])[F:22])([F:20])[F:19])([C:13]([F:16])([F:15])[F:14])[F:12])([F:10])[F:9])[F:6])([F:4])([F:3])[F:2].C(=O)=O>COCCOCCOCCOCCOC>[C:1]([CH:5]([O:7][C:8]([C:11]([O:17][C:18]([CH:21]([F:22])[F:23])([F:20])[F:19])([C:13]([F:14])([F:15])[F:16])[F:12])([F:10])[F:9])[F:6])([F:4])([F:3])[F:2]. Procedure: 36.2 g (0.08 mol) of CF3CFHOCF2CF(CF3)OCF2CF2CO2Na and 80 mL of tetraglyme were stirred and heated in a 200 mL 3-neck flask fitted with a thermometer, stirrer and distillation column topped by a Dry Ice-cooled trap and nitrogen bubbler. The salt largely dissolved and reaction was noted in the temperature range 180° to 195°. 17.9 g of colorless distillate was obtained. Gas chromatography and IR analysis confirmed the presence of ##STR1## (6.0 g, 28% yield), that is, the compound of formula 2 wher... Reactants: C(C)OC(=O)[C@@H]1[C@H](O1)C(=O)O ((2S,3S)-3-ethoxycarbonyloxirane-2-carboxylic acid), ON1C(CCC1=O)=O (N-hydroxysuccinimide), C1(CCCCC1)N=C=NC1CCCCC1 (N,N'-dicyclohexylcarbodiimide), NC(C1=CC=CC=C1)C1=CC=CC=C1 (aminodiphenylmethane). Solvent: C(C)(=O)OCC (ethyl acetate), C(C)(=O)OCC (ethyl acetate), CCCCCC (n-hexane). Reaction conditions: temperature 5 celsius, time 1 hour. The product is C1(=CC=CC=C1)C(C1=CC=CC=C1)NC(=O)[C@@H]1[C@H](O1)C(=O)OCC (Ethyl (2S,3S)-3-diphenylmethylcarbamoyloxirane-2-carboxylate), product. The yield is 77.0%. RXN SMILES: [CH2:1]([O:3][C:4]([C@H:6]1[O:8][C@@H:7]1[C:9]([OH:11])=O)=[O:5])[CH3:2].ON1C(=O)CCC1=O.C1(N=C=NC2CCCCC2)CCCCC1.[NH2:35][CH:36]([C:43]1[CH:48]=[CH:47][CH:46]=[CH:45][CH:44]=1)[C:37]1[CH:42]=[CH:41][CH:40]=[CH:39][CH:38]=1>C(OCC)(=O)C.CCCCCC>[C:37]1([CH:36]([NH:35][C:9]([C@H:7]2[O:8][C@@H:6]2[C:4]([O:3][CH2:1][CH3:2])=[O:5])=[O:11])[C:43]2[CH:44]=[CH:45][CH:46]=[CH:47][CH:48]=2)[CH:42]=[CH:41][CH:40]=[CH:39][CH:38]=1. Procedure: To a solution of (2S,3S)-3-ethoxycarbonyloxirane-2-carboxylic acid (8.01 g, 50.0 mmol.) in ethyl acetate (120 mL) was added N-hydroxysuccinimide (5.76 g, 50.0 mmol.) and then added N,N'-dicyclohexylcarbodiimide (5.75 g, 50.0 mmol) under chilling with ice. The resulting mixture was stirred at 5° C. for one hour, and to the mixture was a solution of aminodiphenylmethane (9.17 g, 50.0 mmol.) in ethyl acetate (30 mL). The mixture was stirred at 5° C. for one hour and then at room temperature for one... Reactants: C(C)C=1C=CC(=NC1)CCO (2-(5-Ethyl-pyridin-2-yl)-ethanol), C(C1=CC=CC=C1)(=O)OC1=CC(O)=CC=C1 (resorcinol monobenzoate), C1(=CC=CC=C1)P(C1=CC=CC=C1)C1=CC=CC=C1 (triphenylphosphine), N(=NC(=O)OCC)C(=O)OCC (diethyl azodicarboxylate). Run in C1CCOC1 (THF). Conditions: time 1 hour. Product: C(C)C=1C=CC(=NC1)CCOC=1C=C(C=CC1)OC(C1=CC=CC=C1)=O (Benzoic acid 3-[2-(5-ethyl-pyridin-2-yl)-ethoxy]-phenyl ester). Reaction SMILES: [CH2:1]([C:3]1[CH:4]=[CH:5][C:6]([CH2:9][CH2:10][OH:11])=[N:7][CH:8]=1)[CH3:2].[C:12]([O:20][C:21]1[CH:27]=[CH:26][CH:25]=[C:23](O)[CH:22]=1)(=[O:19])[C:13]1[CH:18]=[CH:17][CH:16]=[CH:15][CH:14]=1.C1(P(C2C=CC=CC=2)C2C=CC=CC=2)C=CC=CC=1.N(C(OCC)=O)=NC(OCC)=O>C1COCC1>[CH2:1]([C:3]1[CH:4]=[CH:5][C:6]([CH2:9][CH2:10][O:11][C:26]2[CH:27]=[C:21]([O:20][C:12](=[O:19])[C:13]3[CH:14]=[CH:15][CH:16]=[CH:17][CH:18]=3)[CH:22]=[CH:23][CH:25]=2)=[N:7][CH:8]=1)[CH3:2]. Procedure details: To a solution of 2-(5-ethyl-pyridin-2-yl)-ethanol (480 mg, 3.17 mmol, example 69) in THF (10 mL) is added resorcinol monobenzoate (630 mg, 2.94 mmol), triphenylphosphine (850 mg, 3.24 mmol) and diethyl azodicarboxylate (510 μL, 3.24 mmol). The resulting mixture is stirred for 1 h then concentrated. The residue is purified by flash chromatography (silica, 35% ethyl acetate in hexane) to give the title compound as a yellow oil. MS (ESI) 348 (M+H)+. Starting materials: [H-].[Na+] (sodium hydride), C1(=CC=C(C=C1)S(=O)(=O)Cl)C (p-toluenesulphonyl chloride), COC(=O)C1=NNC2=CC=CC=C12 (3-indazolecarboxylic acid methyl ester). Run in C1CCOC1 (THF), C1CCOC1 (THF). Conditions: temperature 30 celsius, time 4 hour. Product: COC(=O)C1=NN(C2=CC=CC=C12)S(=O)(=O)C1=CC=C(C=C1)C (1-(4-Methylphenyl)sulfonyl-1H-indazole-3-carboxylic acid methyl ester). RXN SMILES: [H-].[Na+].[CH3:3][O:4][C:5]([C:7]1[C:15]2[C:10](=[CH:11][CH:12]=[CH:13][CH:14]=2)[NH:9][N:8]=1)=[O:6].[C:16]1([CH3:26])[CH:21]=[CH:20][C:19]([S:22](Cl)(=[O:24])=[O:23])=[CH:18][CH:17]=1>C1COCC1>[CH3:3][O:4][C:5]([C:7]1[C:15]2[C:10](=[CH:11][CH:12]=[CH:13][CH:14]=2)[N:9]([S:22]([C:19]2[CH:20]=[CH:21][C:16]([CH3:26])=[CH:17][CH:18]=2)(=[O:24])=[O:23])[N:8]=1)=[O:6] |f:0.1|. Reported procedure: To a suspension of sodium hydride (4.6 g, 150 mmol, 80% in paraffin oil) indry THF (100 mL), a solution of 3-indazolecarboxylic acid methyl ester [(J.Am. Chem. soc, 74, 2009 (1952)] (22.0 g, 125 mmol) in dry THF (100 mL) was added dropwise with stirring while the inner temperature was maintained under 30° C. The reaction mixture was stirred for 30 minutes and then a solution of p-toluenesulphonyl chloride (28.0 g, 150 mmol) in dry THE (100 mL) was added dropwise to the stirring reactant. After 4...